describe an organic reaction: reactants, conditions, products, and yield From a dataset of the Open Reaction Database (ORD), a public repository of structured organic reaction records. Product: COc1ccc(-c2cc(CNC(C)c3ccnc4ccccc34)ccc2OC)cc1. Reactants: [BH3-]C#N, COc1ccc(-c2cc(C=O)ccc2OC)cc1, CC(=O)O, CO, [Na+], CC(N)c1ccnc2ccccc12. Reaction SMILES: [C:36]([BH3-:37])#[N:38].[CH3:14][O:15][c:16]1[cH:17][cH:18][c:19]([CH:30]=[O:31])[cH:20][c:21]1-[c:22]1[cH:23][cH:24][c:25]([O:28][CH3:29])[cH:26][cH:27]1.[CH3:32][C:33](=[O:34])[OH:35].[CH3:40][OH:41].[Na+:39].[n:1]1[cH:2][cH:3][c:4]([CH:11]([CH3:12])[NH2:13])[c:5]2[cH:6][cH:7][cH:8][cH:9][c:10]12>>[n:1]1[cH:2][cH:3][c:4]([CH:11]([CH3:12])[NH:13][CH2:30][c:19]2[cH:18][cH:17][c:16]([O:15][CH3:14])[c:21](-[c:22]3[cH:23][cH:24][c:25]([O:28][CH3:29])[cH:26][cH:27]3)[cH:20]2)[c:5]2[cH:6][cH:7][cH:8][cH:9][c:10]12. Starting materials: ClC1=C(C(=CC(=C1)Cl)Cl)O (2,4,6-trichlorophenol), C(C)[Zn]CC (diethyl zinc), BrC1=CC=C(C=C1)C(=C)OC (1-bromo-4-(1-methoxyvinyl)-benzene), C(I)I (CH2I2). The solvent is C(Cl)Cl (methylene chloride), CCCCC (Pentane). Reaction conditions: temperature -40 celsius, time 20 minute. Product: BrC1=CC=C(C=C1)C1(CC1)OC (1-bromo-4-(1-methoxycyclopropyl)-benzene). Isolated yield 60.3%. As a reaction SMILES: Cl[C:2]1C=C(Cl)C=C(Cl)C=1O.C([Zn]CC)C.C(I)I.[Br:19][C:20]1[CH:25]=[CH:24][C:23]([C:26]([O:28][CH3:29])=[CH2:27])=[CH:22][CH:21]=1>C(Cl)Cl.CCCCC>[Br:19][C:20]1[CH:21]=[CH:22][C:23]([C:26]2([O:28][CH3:29])[CH2:2][CH2:27]2)=[CH:24][CH:25]=1. Procedure details: To a solution of 2,4,6-trichlorophenol (1.90 g, 9.64 mmol) in methylene chloride (70 ml) at −40° C. was added diethyl zinc (9.64 ml, 1M solution in hexane, 9.64 mmol). The mixture was stirred at −40° C. for 20 min and then CH2I2 (778 μl, 9.64 mmol) was added. After stirring for an additional 20 min, 1-bromo-4-(1-methoxyvinyl)-benzene (1.37 g, 6.43 mmol) was added. The reaction mixture was slowly warmed to rt and stirring was continued for 16 h. Pentane was added and the mixture was washed with 1...